Dataset: the Open Reaction Database (ORD), a public repository of structured organic reaction records. Task: describe an organic reaction: reactants, conditions, products, and yield The reactants are Br, CCOC(C)=O, CC(=O)CC(C)C, CCN(C(C)C)C(C)C, Nc1nc(-c2ccc(CCCl)cc2)cs1, [I-], [Na+], [Na+], [Na+], O=C([O-])[O-], c1ccc2c(N3CCNCC3)nsc2c1. Product: Nc1nc(-c2ccc(CCN3CCN(c4nsc5ccccc45)CC3)cc2)cs1. RXN SMILES: [BrH:1].[CH3:49][CH2:50][O:51][C:52](=[O:53])[CH3:54].[CH3:55][C:56]([CH2:57][CH:58]([CH3:59])[CH3:60])=[O:61].[CH:32]([N:33]([CH:34]([CH3:35])[CH3:36])[CH2:37][CH3:38])([CH3:39])[CH3:40].[Cl:2][CH2:3][CH2:4][c:5]1[cH:6][cH:7][c:8](-[c:11]2[n:12][c:13]([NH2:16])[s:14][cH:15]2)[cH:9][cH:10]1.[I-:48].[Na+:41].[Na+:42].[Na+:47].[O-:43][C:44](=[O:45])[O-:46].[s:17]1[n:18][c:19]([N:26]2[CH2:27][CH2:28][NH:29][CH2:30][CH2:31]2)[c:20]2[c:21]1[cH:22][cH:23][cH:24][cH:25]2>>[CH2:3]([CH2:4][c:5]1[cH:6][cH:7][c:8](-[c:11]2[n:12][c:13]([NH2:16])[s:14][cH:15]2)[cH:9][cH:10]1)[N:29]1[CH2:28][CH2:27][N:26]([c:19]2[n:18][s:17][c:21]3[c:20]2[cH:25][cH:24][cH:23][cH:22]3)[CH2:31][CH2:30]1. The reactants are stock solution, ClC1=CC=C(C=C1)Br (4-chlorobromobenzene), C(C)(=O)[O-].[Na+] (sodium acetate). The reagents and catalysts are [Pd] (Pd). Solvent: CN(C)C=O (DMF). Reaction conditions: temperature 130 celsius, time 6 hour. Product: ClC1=CC=C(C=C)C=C1 (4-chlorostyrene). Yield: 52.2%. Reaction SMILES: [Cl:1][C:2]1[CH:7]=[CH:6][C:5](Br)=[CH:4][CH:3]=1.[C:9]([O-])(=O)[CH3:10].[Na+]>[Pd].CN(C=O)C>[Cl:1][C:2]1[CH:7]=[CH:6][C:5]([CH:9]=[CH2:10])=[CH:4][CH:3]=1 |f:1.2|. Procedure: 2 ml of the stock solution described in Example 23 are added to 18 ml of DMF. 9.77 g (50 mmols) of 4-chlorobromobenzene and 4.52 g (55 mmols) of anhydrous sodium acetate are then added. The reaction mixture is then placed under ethylene in a pressure apparatus and is stirred for 6 hours at 10 bar and 130° C. 3.62 g (26.1 mmols) of 4-chlorostyrene are obtained, corresponding to a yield of 52% of theory (conversion figure 5200; Pd content 0.01 mol %). Starting materials: oxime, O[C@H]1C(C2=CC=CC=C2C1)=O ((R)-2-hydroxy-1-indanone), C(C)(=O)O[C@@H](C(=O)O)CC1=CC=CC=C1 ((R)-2-acetoxy-3-phenylpropanoic acid), OC1C(C2=CC=CC=C2C1)=NO (hydroxyindanone oxime), O[C@H]1C(C2=CC=CC=C2C1)=O ((R)-2-hydroxy-1-indanone), Br (HBr). Reagents/catalysts: [Pd] (Pd). Yields the product N[C@@H]1[C@@H](CC2=CC=CC=C12)O ((1S,2R)-1-amino-2-indanol). Reaction SMILES: O[C@@H]1CC2C(=CC=CC=2)C1=O.C(O[C@H](CC1C=CC=CC=1)C(O)=O)(=O)C.[OH:27][CH:28]1[CH2:36][C:35]2[C:30](=[CH:31][CH:32]=[CH:33][CH:34]=2)[C:29]1=[N:37]O.Br>[Pd]>[NH2:37][C@H:29]1[C:30]2[C:35](=[CH:34][CH:33]=[CH:32][CH:31]=2)[CH2:36][C@H:28]1[OH:27]. Reported procedure: Kajiro et al., Bull. Chem. Soc. Jap. 1999, 72: 1093-1100, discloses the preparation of (R)-2-hydroxy-1-indanone by the intramolecular Friedel-Crafts acylation of (R)-2-acetoxy-3-phenylpropanoic acid. Kajiro et al. further discloses the preparation of the corresponding hydroxyindanone oxime from (R)-2-hydroxy-1-indanone, and then hydrogenating the oxime in the presence of HBr and Pd black to obtain (1S,2R)-1-amino-2-indanol. The reactants are I.S1C=C(C=C1)C(=N)SC (3-thiophenecarboximidothioic acid, methyl ester, hydroiodide), Cl.O1CCNCC2=C1C=CC(=C2)N (2,3,4,5-Tetrahydro-1,4-benzoxazepin-7-ylamine hydrochloride), [OH-].[NH4+] (ammonium hydroxide). Run in O (water), C(C)O (ethanol). Conditions: time 2 day. Yields the product O1CCNCC2=C1C=CC(=C2)NC(=N)C2=CSC=C2 (N-(2,3,4,5-Tetrahydro-1,4-benzoxazepin-7-yl)-3-thiophenecarboximidamide). Isolated yield 22.1%. As a reaction SMILES: Cl.[O:2]1[C:8]2[CH:9]=[CH:10][C:11]([NH2:13])=[CH:12][C:7]=2[CH2:6][NH:5][CH2:4][CH2:3]1.I.[S:15]1[CH:19]=[CH:18][C:17]([C:20](SC)=[NH:21])=[CH:16]1.[OH-].[NH4+]>C(O)C.O>[O:2]1[C:8]2[CH:9]=[CH:10][C:11]([NH:13][C:20]([C:17]3[CH:18]=[CH:19][S:15][CH:16]=3)=[NH:21])=[CH:12][C:7]=2[CH2:6][NH:5][CH2:4][CH2:3]1 |f:0.1,2.3,4.5|. Procedure details: 2,3,4,5-Tetrahydro-1,4-benzoxazepin-7-ylamine hydrochloride (1.84 g, 8.4 mmol) was dissolved in 95% ethanol (40 ml) and 3-thiophenecarboximidothioic acid, methyl ester, hydroiodide (2.85 g, 10 mmol) was added. The mixture was stirred at room temperature for 2 days and then heated at 60° C. overnight and cooled. The solid (1.02 g) was collected. The filtrate was evaporated and the residue treated with ethyl acetate. The resulting crystals were collected and combined with the solid obtained previo... Reactants: C(C)(=O)O[C@H]1[C@@H](O[C@@H]([C@H]([C@@H]1OC(C)=O)O[C@@H]1[C@H](OC(C)=O)[C@@H](OC(C)=O)[C@H](OC(C)=O)[C@H](O1)COC(C)=O)COC(C)=O)OC1=C(C(=CC=C1)O)C(C)=O (2' -[2,3,6-Tri-O-acetyl-4-O-(2,3,4,6-tetra-O-acetyl-α-D-glucopyranosyl)-β-D-glucopyranosyloxy]-6'-hydroxyacetophenone), S1C2=C(C=C1)C=C(C=C2)C=O (benzo[b]thiophene-5-carbaldehyde). Yields the product [C@H]1([C@H](O)[C@@H](O)[C@H](O)[C@H](O1)CO)O[C@H]1[C@@H]([C@H]([C@@H](O[C@@H]1CO)OC1=C(C(=CC=C1)O)C(CCC1=CC2=C(SC=C2)C=C1)=O)O)O (2'-[4-O-(α-D-glucopyranosyl)-β-D-glucopyranosyloxy]-6'-hydroxy-3-(5-benzo[b]thienyl)propiophenone). Isolated yield 51.8%. RXN SMILES: C([O:4][C@@H:5]1[C@@H:10]([O:11]C(=O)C)[C@H:9]([O:15][C@H:16]2[O:33][C@H:32]([CH2:34][O:35]C(=O)C)[C@@H:27]([O:28]C(=O)C)[C@H:22]([O:23]C(=O)C)[C@H:17]2[O:18]C(=O)C)[C@@H:8]([CH2:39][O:40]C(=O)C)[O:7][C@H:6]1[O:44][C:45]1[CH:50]=[CH:49][CH:48]=[C:47]([OH:51])[C:46]=1[C:52](=[O:54])[CH3:53])(=O)C.[S:55]1[CH:59]=[CH:58][C:57]2[CH:60]=[C:61]([CH:64]=O)[CH:62]=[CH:63][C:56]1=2>>[C@H:16]1([O:15][C@@H:9]2[C@@H:8]([CH2:39][OH:40])[O:7][C@@H:6]([O:44][C:45]3[CH:50]=[CH:49][CH:48]=[C:47]([OH:51])[C:46]=3[C:52](=[O:54])[CH2:53][CH2:64][C:61]3[CH:62]=[CH:63][C:56]4[S:55][CH:59]=[CH:58][C:57]=4[CH:60]=3)[C@H:5]([OH:4])[C@H:10]2[OH:11])[O:33][C@H:32]([CH2:34][OH:35])[C@@H:27]([OH:28])[C@H:22]([OH:23])[C@H:17]1[OH:18]. Procedure details: 2' -[2,3,6-Tri-O-acetyl-4-O-(2,3,4,6-tetra-O-acetyl-α-D-glucopyranosyl)-β-D-glucopyranosyloxy]-6'-hydroxyacetophenone (1541 mg) and benzo[b]thiophene-5-carbaldehyde (389 mg) are treated in the same manner as in Example 1 to give 2'-[4-O-(α-D-glucopyranosyl)-β-D-glucopyranosyloxy]-6'-hydroxy-3-(5-benzo[b]thienyl)propiophenone (645 mg).